This data is from the Open Reaction Database (ORD), a public repository of structured organic reaction records. The task is: describe an organic reaction: reactants, conditions, products, and yield Reactants: BrC=1C(=NC(=NC1)NCCN1C(NC(C1(C)C)=O)=O)C1=CC2=C(S1)C=CC(=C2)[N+](=O)[O-] (1-(2-(5-bromo-4-(5-nitrobenzo[b]thiophen-2-yl)pyrimidin-2-ylamino)ethyl)-5,5-dimethylimidazolidine-2,4-dione), C(C)O (ethanol), [In] (indium). The solvent is O (water). The product is NC1=CC2=C(SC(=C2)C2=NC(=NC=C2Br)NCCN2C(NC(C2(C)C)=O)=O)C=C1 (1-(2-(4-(5-Aminobenzo[b]thiophen-2-yl)-5-bromopyrimidin-2-ylamino)ethyl)-5,5-dimethylimidazolidine-2,4-dione). Yield: 15.2%. Reaction SMILES: [Br:1][C:2]1[C:3]([C:20]2[S:24][C:23]3[CH:25]=[CH:26][C:27]([N+:29]([O-])=O)=[CH:28][C:22]=3[CH:21]=2)=[N:4][C:5]([NH:8][CH2:9][CH2:10][N:11]2[C:15]([CH3:17])([CH3:16])[C:14](=[O:18])[NH:13][C:12]2=[O:19])=[N:6][CH:7]=1.C(O)C.[In]>O>[NH2:29][C:27]1[CH:26]=[CH:25][C:23]2[S:24][C:20]([C:3]3[C:2]([Br:1])=[CH:7][N:6]=[C:5]([NH:8][CH2:9][CH2:10][N:11]4[C:15]([CH3:17])([CH3:16])[C:14](=[O:18])[NH:13][C:12]4=[O:19])[N:4]=3)=[CH:21][C:22]=2[CH:28]=1. Procedure: A mixture of 1-(2-(5-bromo-4-(5-nitrobenzo[b]thiophen-2-yl)pyrimidin-2-ylamino)ethyl)-5,5-dimethylimidazolidine-2,4-dione (996 mg, 1.97 mmol), ethanol (100 mL) and indium powder, 100 mesh (1.13 g, 9.85 mmol) was heated to reflux with stirring. After 1.5 h the reaction mixture was cooled to r.t., diluted with water (40 mL) and filtered through a pad of celite. The yellow precipitate (collected on the celite) was purified by reverse phase chromatography (0.1% TFA in AcCN:H20/10:90 to 95:5). The pr... The reactants are CCOC(Cc1c(C)cc(OCc2nc(-c3ccccc3)oc2C)cc1C)C(=O)OC, [Li+], [OH-]. Product: CCOC(Cc1c(C)cc(OCc2nc(-c3ccccc3)oc2C)cc1C)C(=O)O. RXN SMILES: [CH3:1][O:2][C:3]([CH:4]([CH2:5][c:6]1[c:7]([CH3:27])[cH:8][c:9]([O:13][CH2:14][c:15]2[n:16][c:17](-[c:21]3[cH:22][cH:23][cH:24][cH:25][cH:26]3)[o:18][c:19]2[CH3:20])[cH:10][c:11]1[CH3:12])[O:28][CH2:29][CH3:30])=[O:31].[Li+:33].[OH-:32]>>[O:2]=[C:3]([CH:4]([CH2:5][c:6]1[c:7]([CH3:27])[cH:8][c:9]([O:13][CH2:14][c:15]2[n:16][c:17](-[c:21]3[cH:22][cH:23][cH:24][cH:25][cH:26]3)[o:18][c:19]2[CH3:20])[cH:10][c:11]1[CH3:12])[O:28][CH2:29][CH3:30])[OH:31]. The reactants are C(C)(=O)C=1OC2=C(C1)C=CC(=C2)OCC(CCl)O (2-acetyl-6-(3-choro-2-hydroxypropoxy)benzofuran), COC1=C(C=CC=C1)N1CCNCC1 (1-(2-methoxyphenyl)piperazine). The product is C(C)(=O)C=1OC2=C(C1)C=CC(=C2)OCC(CN2CCN(CC2)C2=C(C=CC=C2)OC)O (2-acetyl-6-{2-hydroxy-3-[4-(2-methoxyphenyl)piperazinyl]-propoxy}benzofuran). Reaction SMILES: [C:1]([C:4]1[O:5][C:6]2[CH:12]=[C:11]([O:13][CH2:14][CH:15]([OH:18])[CH2:16]Cl)[CH:10]=[CH:9][C:7]=2[CH:8]=1)(=[O:3])[CH3:2].[CH3:19][O:20][C:21]1[CH:26]=[CH:25][CH:24]=[CH:23][C:22]=1[N:27]1[CH2:32][CH2:31][NH:30][CH2:29][CH2:28]1>>[C:1]([C:4]1[O:5][C:6]2[CH:12]=[C:11]([O:13][CH2:14][CH:15]([OH:18])[CH2:16][N:30]3[CH2:29][CH2:28][N:27]([C:22]4[CH:23]=[CH:24][CH:25]=[CH:26][C:21]=4[O:20][CH3:19])[CH2:32][CH2:31]3)[CH:10]=[CH:9][C:7]=2[CH:8]=1)(=[O:3])[CH3:2]. Reported procedure: The procedures of Example 2b were repeated except that 1.3 g (0.005 mole) of 2-acetyl-6-(3-choro-2-hydroxypropoxy)benzofuran and 1.1 g (0.0055 mole) of 1-(2-methoxyphenyl)piperazine were employed as starting materials. The obtained concentrated residue was crystallized from ethyl acetate. The reactants are C(C)OC(CC#N)=O (ethylcyanoacetate), CC(=O)C (acetone), N1CCCCC1 (piperidine). Reaction conditions: temperature 25 celsius, time 16 hour. The product is C(C)(C)=C(C(=O)OCC)C#N (ethyl isopropylidenecyanoacetate). The yield is 82.3%. RXN SMILES: [CH2:1]([O:3][C:4](=[O:8])[CH2:5][C:6]#[N:7])[CH3:2].[CH3:9][C:10]([CH3:12])=O.N1CCCCC1>>[C:10](=[C:5]([C:6]#[N:7])[C:4]([O:3][CH2:1][CH3:2])=[O:8])([CH3:12])[CH3:9]. Procedure details: A mixture of 152 g (1.34 mole) of ethylcyanoacetate (3) in 152 g (2.62 mole) of acetone (2) containing 4 mL of piperidine was stirred at 20-30° C. for 16 hours then heated to reflux for 24 hours. Removing the volatile portion, the residue was distilled at 30-50μ of Hg. The fractions boiling at 56-67° C. were collected to give 169 g (82%) of a colorless oil. The reactants are C(C)OC(=O)C=1C(=NC(=NC1)SC)N[C@@H]1C[C@H](CC1)O[Si](C)(C)C(C)(C)C ((−)-(1S,3S)-4-[3-(tert-butyl-dimethyl-silanyloxy)-cyclopentylamino]-2-methylsulfanyl-pyrimidine-5-carboxylic acid ethyl ester), [H-].[Al+3].[Li+].[H-].[H-].[H-] (lithium aluminum hydride), C(C)(=O)OCC (ethyl acetate), C(=O)([O-])C(O)C(O)C(=O)[O-].[Na+].[K+] (potassium sodium tartrate). Reagents/catalysts: [O-2].[O-2].[Mn+4] (manganese dioxide). Run in O1CCCC1 (tetrahydrofuran). Reaction conditions: time 8 hour. Product: C(C)(C)(C)[Si](O[C@@H]1C[C@H](CC1)NC1=NC(=NC=C1C=O)SC)(C)C ((−)-(1S,3S)-4-[3-(tert-butyl-dimethyl-silanyloxy)-cyclopentylamino]-2-methylsulfanyl-pyrimidine-5-carbaldehyde). As a reaction SMILES: C([O:3][C:4]([C:6]1[C:7]([NH:14][C@H:15]2[CH2:19][CH2:18][C@H:17]([O:20][Si:21]([C:24]([CH3:27])([CH3:26])[CH3:25])([CH3:23])[CH3:22])[CH2:16]2)=[N:8][C:9]([S:12][CH3:13])=[N:10][CH:11]=1)=O)C.[H-].[Al+3].[Li+].[H-].[H-].[H-].C(OCC)(=O)C.C(C(C(C([O-])=O)O)O)([O-])=O.[Na+].[K+]>O1CCCC1.[O-2].[O-2].[Mn+4]>[C:24]([Si:21]([CH3:23])([CH3:22])[O:20][C@H:17]1[CH2:18][CH2:19][C@H:15]([NH:14][C:7]2[C:6]([CH:4]=[O:3])=[CH:11][N:10]=[C:9]([S:12][CH3:13])[N:8]=2)[CH2:16]1)([CH3:27])([CH3:26])[CH3:25] |f:1.2.3.4.5.6,8.9.10,12.13.14|. Reported procedure: To a solution of (−)-(1S,3S)-4-[3-(tert-butyl-dimethyl-silanyloxy)-cyclopentylamino]-2-methylsulfanyl-pyrimidine-5-carboxylic acid ethyl ester (910 mg, 2.21 mmol) (from Example 29d supra) in tetrahydrofuran (55 mL) at 0° C. was added in portions lithium aluminum hydride (250 mg, 6.63 mmol) (Aldrich). The reaction mixture was allowed to slowly warm up to room temperature. After stirring overnight the reaction mixture was poured in portions into a vigorously stirred mixture of ethyl acetate and sa...